From a dataset of the Open Reaction Database (ORD), a public repository of structured organic reaction records. describe an organic reaction: reactants, conditions, products, and yield Reactants: O (water), C(=O)(N1C=NC=C1)N1C=NC=C1 (1,1′-Carbonyldiimidazole), NC1=C(C(=O)O)C=C(C=C1[N+](=O)[O-])Br (2-amino-5-bromo-3-nitro-benzoic acid), Cl.CONC (N-methoxy-methanamine hydrochloride). The solvent is C(Cl)Cl (DCM). Reaction conditions: time 1 hour. Product: NC1=C(C(=O)N(C)OC)C=C(C=C1[N+](=O)[O-])Br (2-amino-5-bromo-N-methoxy-N-methyl-3-nitrobenzamide). Isolated yield 35.9%. RXN SMILES: C(N1C=CN=C1)(N1C=CN=C1)=O.[NH2:13][C:14]1[C:22]([N+:23]([O-:25])=[O:24])=[CH:21][C:20]([Br:26])=[CH:19][C:15]=1[C:16](O)=[O:17].Cl.[CH3:28][O:29][NH:30][CH3:31].O>C(Cl)Cl>[NH2:13][C:14]1[C:22]([N+:23]([O-:25])=[O:24])=[CH:21][C:20]([Br:26])=[CH:19][C:15]=1[C:16]([N:30]([O:29][CH3:28])[CH3:31])=[O:17] |f:2.3|. Procedure details: 1,1′-Carbonyldiimidazole (41 g) was added portionwise at room temperature to a mixture of 2-amino-5-bromo-3-nitro-benzoic acid (55 g) in DCM (700 ml). The mixture was stirred at room temperature for 1 hour. N-methoxy-methanamine hydrochloride (24.6 g) was added. The mixture was stirred at room temperature overnight and hydrolized with water. The precipitate was filtered off and the filtrate was decanted. The organic layer was dried, filtered and the solvent was evaporated till dryness. The resid...